From a dataset of the Open Reaction Database (ORD), a public repository of structured organic reaction records. describe an organic reaction: reactants, conditions, products, and yield Starting materials: C(\C=C\C1=CC=CC=C1)(=O)OC (methyl trans-cinnamate), C(C)(=O)OCC(=C)C[Si](C)(C)C (2-((trimethylsilyl)methyl)-2-propen-1-yl acetate), C(C)(=O)OCC(=C)C[Si](C)(C)C (2-((trimethylsilyl)methyl)-2-propen-1-yl acetate). The reagents and catalysts are [Pd].C1(=CC=CC=C1)P(C1=CC=CC=C1)C1=CC=CC=C1.C1(=CC=CC=C1)P(C1=CC=CC=C1)C1=CC=CC=C1.C1(=CC=CC=C1)P(C1=CC=CC=C1)C1=CC=CC=C1.C1(=CC=CC=C1)P(C1=CC=CC=C1)C1=CC=CC=C1 (tetrakis(triphenylphosphine) palladium(0)), C1(=CC=CC=C1)P(CCP(C1=CC=CC=C1)C1=CC=CC=C1)C1=CC=CC=C1 (1,2-bis(diphenylphosphino)ethane). Solvent: C1CCOC1 (THF). Reaction conditions: time 16 hour. Yields the product C=C1C[C@H]([C@@H](C1)C(=O)OC)C1=CC=CC=C1 (Methyl (+−)-trans-4-methylene-2-phenylcyclopentanoate). Isolated yield 92.5%. Reaction SMILES: [C:1]([O:11][CH3:12])(=[O:10])/[CH:2]=[CH:3]/[C:4]1[CH:9]=[CH:8][CH:7]=[CH:6][CH:5]=1.C(O[CH2:17][C:18]([CH2:20][Si](C)(C)C)=[CH2:19])(=O)C>C1COCC1.[Pd].C1(P(C2C=CC=CC=2)C2C=CC=CC=2)C=CC=CC=1.C1(P(C2C=CC=CC=2)C2C=CC=CC=2)C=CC=CC=1.C1(P(C2C=CC=CC=2)C2C=CC=CC=2)C=CC=CC=1.C1(P(C2C=CC=CC=2)C2C=CC=CC=2)C=CC=CC=1.C1(P(C2C=CC=CC=2)CCP(C2C=CC=CC=2)C2C=CC=CC=2)C=CC=CC=1>[CH2:17]=[C:18]1[CH2:20][C@@H:2]([C:1]([O:11][CH3:12])=[O:10])[C@H:3]([C:4]2[CH:5]=[CH:6][CH:7]=[CH:8][CH:9]=2)[CH2:19]1 |f:3.4.5.6.7|. Reported procedure: A mixture of methyl trans-cinnamate (5.0 g, 31 mmol), tetrakis(triphenylphosphine) palladium(0) (2.6 g, 2.3 mmol), 1,2-bis(diphenylphosphino)ethane (0.70 g, 1.8 mmol) and 2-((trimethylsilyl)methyl)-2-propen-1-yl acetate (6.90 g, 37 mmol) in THF (60 mL) under argon was heated to reflux for 4 h. An additional aliquot of 2-((trimethylsilyl)methyl)-2-propen-1-yl acetate (3.40 g) was added and the reaction was continued for another 16 h. The volatiles were then removed in vacuo and the residue was pu... The reactants are BrC=1C=C(C=NC1Cl)C(=O)O (5-bromo-6-chloro-3-pyridinecarboxylic acid), ClC1=CC=C(C=C1)B(O)O (4-chlorophenyl-boronic acid), N[C@H]1[C@@H](CCCC1)O ((1R,2R)-2-amino-cyclohexanol). The solvent is CC(CO)C (2-methyl-1-propanol). The product is ClC1=CC=C(C=C1)C=1C(=NC=C(C(=O)N[C@H]2[C@@H](CCCC2)O)C1)OCC(C)C (5-(4-Chloro-phenyl)-N-((1R,2R)-2-hydroxy-cyclohexyl)-6-isobutoxy-nicotinamide). Reaction SMILES: Br[C:2]1[CH:3]=[C:4]([C:9]([OH:11])=O)[CH:5]=[N:6][C:7]=1Cl.[Cl:12][C:13]1[CH:18]=[CH:17][C:16](B(O)O)=[CH:15][CH:14]=1.[NH2:22][C@@H:23]1[CH2:28][CH2:27][CH2:26][CH2:25][C@H:24]1[OH:29]>CC(C)CO>[Cl:12][C:13]1[CH:18]=[CH:17][C:16]([C:2]2[C:7]([O:11][CH2:9][CH:4]([CH3:5])[CH3:3])=[N:6][CH:5]=[C:4]([CH:3]=2)[C:9]([NH:22][C@@H:23]2[CH2:28][CH2:27][CH2:26][CH2:25][C@H:24]2[OH:29])=[O:11])=[CH:15][CH:14]=1. Procedure details: The title compound was synthesized in analogy to the procedure described for the preparation of Example 31, using 5-bromo-6-chloro-3-pyridinecarboxylic acid, 2-methyl-1-propanol (commercially available), 4-chlorophenyl-boronic acid (commercially available), and (1R,2R)-2-amino-cyclohexanol (commercially available) as starting materials. MS (ISP): 403.4 (M+H+).